This data is from the Open Reaction Database (ORD), a public repository of structured organic reaction records. The task is: describe an organic reaction: reactants, conditions, products, and yield Reactants: Cc1ccccc1, O=C(Cl)N(Cc1ccc(Cl)cc1)C1CC2CCC1C2, Nc1ccccc1. Yields the product O=C(Nc1ccccc1)N(Cc1ccc(Cl)cc1)C1CC2CCC1C2. RXN SMILES: [CH3:27][c:28]1[cH:29][cH:30][cH:31][cH:32][cH:33]1.[Cl:8][c:9]1[cH:10][cH:11][c:12]([CH2:13][N:14]([C:15](=[O:16])[Cl:17])[CH:18]2[CH:19]3[CH2:20][CH2:21][CH:22]([CH2:23]2)[CH2:24]3)[cH:25][cH:26]1.[NH2:1][c:2]1[cH:3][cH:4][cH:5][cH:6][cH:7]1>>[NH:1]([c:2]1[cH:3][cH:4][cH:5][cH:6][cH:7]1)[C:15]([N:14]([CH2:13][c:12]1[cH:11][cH:10][c:9]([Cl:8])[cH:26][cH:25]1)[CH:18]1[CH:19]2[CH2:20][CH2:21][CH:22]([CH2:23]1)[CH2:24]2)=[O:16].